Task: describe an organic reaction: reactants, conditions, products, and yield. Dataset: the Open Reaction Database (ORD), a public repository of structured organic reaction records Starting materials: O1COC2=C1C=CC(=C2)[C@@H]2CC[C@H](CC2)N2CCNCC2 (trans 1-[4-(1,3-benzodioxol-5-yl)-1-cyclohexyl]piperazine), FC1=C(CBr)C=C(C=C1)F (2,5-difluorobenzyl bromide). Product: O1COC2=C1C=CC(=C2)[C@@H]2CC[C@H](CC2)N2CCN(CC2)CC2=C(C=CC(=C2)F)F (Trans 1-[4-(1,3-benzodioxol-5-yl)-1-cyclohexyl]-4-[(2,5-difluorophenyl)methyl]piperazine), product. Yield: 59.0%. Reaction SMILES: [O:1]1[C:5]2[CH:6]=[CH:7][C:8]([C@H:10]3[CH2:15][CH2:14][C@H:13]([N:16]4[CH2:21][CH2:20][NH:19][CH2:18][CH2:17]4)[CH2:12][CH2:11]3)=[CH:9][C:4]=2[O:3][CH2:2]1.[F:22][C:23]1[CH:30]=[CH:29][C:28]([F:31])=[CH:27][C:24]=1[CH2:25]Br>>[O:1]1[C:5]2[CH:6]=[CH:7][C:8]([C@H:10]3[CH2:15][CH2:14][C@H:13]([N:16]4[CH2:21][CH2:20][N:19]([CH2:25][C:24]5[CH:27]=[C:28]([F:31])[CH:29]=[CH:30][C:23]=5[F:22])[CH2:18][CH2:17]4)[CH2:12][CH2:11]3)=[CH:9][C:4]=2[O:3][CH2:2]1. Procedure: The title compound was prepared from trans 1-[4-(1,3-benzodioxol-5-yl)-1-cyclohexyl]piperazine and 2,5-difluorobenzyl bromide by the method described in example to give the product (59%, mp: 110°-111° C.). Calc'd for C24H28F2N2O2 : C, 69.55%; H, 6.81%; N, 6.76%. Found: C, 69.55%; H, 6.74%; N, 6.63%.